From a dataset of the Open Reaction Database (ORD), a public repository of structured organic reaction records. describe an organic reaction: reactants, conditions, products, and yield The reactants are ClC1=C(C=CC(=C1)Cl)[C@H]1N(CC[C@@H](C1)C1=CC(NO1)=O)C(=O)OC ((2S,4S)-Methyl 2-(2,4-dichlorophenyl)-4-(3-oxo-2,3-dihydroisoxazol-5-yl)piperidine-1-carboxylate), Br (hydrogen bromide). Reaction conditions: time 24 hour. Yields the product ClC1=C(C=CC(=C1)Cl)[C@H]1NCC[C@@H](C1)C1=CC(NO1)=O (5-((2S,4S)-2-(2,4-dichlorophenyl)piperidin-4-yl)isoxazol-3(2H)-one). Yield: 63.9%. RXN SMILES: [Cl:1][C:2]1[CH:7]=[C:6]([Cl:8])[CH:5]=[CH:4][C:3]=1[C@@H:9]1[CH2:14][C@@H:13]([C:15]2[O:19][NH:18][C:17](=[O:20])[CH:16]=2)[CH2:12][CH2:11][N:10]1C(OC)=O.Br>>[Cl:1][C:2]1[CH:7]=[C:6]([Cl:8])[CH:5]=[CH:4][C:3]=1[C@@H:9]1[CH2:14][C@@H:13]([C:15]2[O:19][NH:18][C:17](=[O:20])[CH:16]=2)[CH2:12][CH2:11][NH:10]1. Procedure details: (2S,4S)-Methyl 2-(2,4-dichlorophenyl)-4-(3-oxo-2,3-dihydroisoxazol-5-yl)piperidine-1-carboxylate (67 mg, 0.18 mmol) (from example 51, step 3) was diluted with hydrogen bromide (33% in AcOH, 948 μl, 5.41 mmol) and stirred at ambient temperature for 24 h. Evaporated and the residue purified by preparative HPLC (Instrument: FractionLynx II, Mobilphase: gradient 5-95% MeCN in 0.2% NH3, pH 10, Column: Xbridge Prep C18 5 μm OBD 19*150 mm) to yield 5-((2S,4S)-2-(2,4-dichlorophenyl)piperidin-4-yl)isoxaz...